From a dataset of the Open Reaction Database (ORD), a public repository of structured organic reaction records. describe an organic reaction: reactants, conditions, products, and yield The reactants are IC1=CC=C(OC=2C=C(C(=O)O)C=C(C2)SC=2N(C=CN2)C)C=C1 (3-(4-iodo-phenoxy)-5-(1-methyl-1H-imidazol-2-ylsulfanyl)-benzoic acid), C(=O)([O-])[O-].[K+].[K+] (K2CO3), IC (iodomethane), CN(C)C=O (DMF). The solvent is CCOCC (ether). Reaction conditions: time 2 hour. Yields the product COC(C1=CC(=CC(=C1)SC=1N(C=CN1)C)OC1=CC=C(C=C1)I)=O (3-(4-Iodo-phenoxy)-5-(1-methyl-1H-imidazol-2-ylsulfanyl)-benzoic acid methyl ester). Yield: 91.3%. RXN SMILES: [I:1][C:2]1[CH:24]=[CH:23][C:5]([O:6][C:7]2[CH:8]=[C:9]([CH:13]=[C:14]([S:16][C:17]3[N:18]([CH3:22])[CH:19]=[CH:20][N:21]=3)[CH:15]=2)[C:10]([OH:12])=[O:11])=[CH:4][CH:3]=1.[C:25]([O-])([O-])=O.[K+].[K+].IC.CN(C=O)C>CCOCC>[CH3:25][O:11][C:10](=[O:12])[C:9]1[CH:13]=[C:14]([S:16][C:17]2[N:18]([CH3:22])[CH:19]=[CH:20][N:21]=2)[CH:15]=[C:7]([O:6][C:5]2[CH:23]=[CH:24][C:2]([I:1])=[CH:3][CH:4]=2)[CH:8]=1 |f:1.2.3|. Procedure details: A mixture of 3-(4-iodo-phenoxy)-5-(1-methyl-1H-imidazol-2-ylsulfanyl)-benzoic acid (1.4 g, 3.1 mmol), K2CO3 (856 mg, 6.2 mmol), iodomethane (0.29 mL, 4.65 mmol) and 16 mL of DMF were stirred for 2 h at rt. Then the mixture was diluted with ether and washed with water, brine, dried (MgSO4) and evaporated. The residue was adsorbed to SiO2 from CH2Cl2 and subjected to MPLC on a 40 g column of SiO2 eluting with % EtOAc in hexanes (time): 33% (10 min), 35-50% (20 min ramp) which provided 1.32 g (91%)...